Dataset: the Open Reaction Database (ORD), a public repository of structured organic reaction records. Task: describe an organic reaction: reactants, conditions, products, and yield Reactants: C1CCCC2=C1C1=C(OC3=C(NC1=O)C=CC=C3)S2 (1,2,3,4-Tetrahydro-[1]benzothieno[2,3-b][1,5]benzoxazepin-12(11H)-one), ClC1=C(C(C(=C(C1=O)C#N)C#N)=O)Cl (dichlorodicyano-p-benzoquinone). The solvent is C1=CC=CC=C1 (benzene). The product is C1=CC=CC2=C1C1=C(OC3=C(NC1=O)C=CC=C3)S2 ([1]benzothieno[2,3-b][1,5]benzoxazepin-12(11H)-one). Yield: 84.6%. Reaction SMILES: [CH2:1]1[C:6]2[C:7]3[C:13](=[O:14])[NH:12][C:11]4[CH:15]=[CH:16][CH:17]=[CH:18][C:10]=4[O:9][C:8]=3[S:19][C:5]=2[CH2:4][CH2:3][CH2:2]1.ClC1C(=O)C(C#N)=C(C#N)C(=O)C=1Cl>C1C=CC=CC=1>[CH:1]1[C:6]2[C:7]3[C:13](=[O:14])[NH:12][C:11]4[CH:15]=[CH:16][CH:17]=[CH:18][C:10]=4[O:9][C:8]=3[S:19][C:5]=2[CH:4]=[CH:3][CH:2]=1. Procedure details: 1,2,3,4-Tetrahydro-[1]benzothieno[2,3-b][1,5]benzoxazepin-12(11H)-one (1.5 g) and dichlorodicyano-p-benzoquinone (2.6 g) was dissolved in benzene (45 ml) and the mixture was stirred under reflux with heating for 12 hours. The reaction mixture was evaporated under reduced pressure to remove the solvent, and the residue was added to a mixture of chloroform/water. The organic layer was washed with water and dried over magnesium sulfate. The solvent was evaporated under reduced pressure and the resi...